This data is from the Open Reaction Database (ORD), a public repository of structured organic reaction records. The task is: describe an organic reaction: reactants, conditions, products, and yield The reactants are C(C)O (ethanol), ClC1=CC=C(CNN)C=C1 (p-chlorobenzylhydrazine), C(C)OC(C(=COC(C)N)C)=O (β-amino-β-ethoxymethacrylic acid ethyl ester), C1(=CC=C(C=C1)S(=O)(=O)O)C (p-toluenesulphonic acid). Reaction conditions: time 8 hour. Yields the product NC=1NN(C(C1C)=O)CC1=CC=C(C=C1)Cl (3-Amino-4-methyl-1-(4-chlorobenzyl)-pyrazol-5-one). RXN SMILES: [Cl:1][C:2]1[CH:10]=[CH:9][C:5]([CH2:6][NH:7][NH2:8])=[CH:4][CH:3]=1.C(OC(=O)C(C)=CO[CH:18]([NH2:20])C)C.[C:23]1(C)C=CC(S(O)(=O)=O)=CC=1.[CH2:34]([OH:36])[CH3:35]>>[NH2:20][C:18]1[NH:8][N:7]([CH2:6][C:5]2[CH:9]=[CH:10][C:2]([Cl:1])=[CH:3][CH:4]=2)[C:34](=[O:36])[C:35]=1[CH3:23]. Reported procedure: 31.2 g of p-chlorobenzylhydrazine were added dropwise under nitrogen to a solution of 34.6 g of β-amino-β-ethoxymethacrylic acid ethyl ester and a pinch of p-toluenesulphonic acid in 200 ml of ethanol, whereupon the temperature rose from 21° to 31° C. After standing overnight, the product which had precipitated was filtered off and recrystallized from ethanol. The reactants are C(CC)N1C(=NC2=C1C=CC(=C2)CO)C=2C=NC=CC2 (1-propyl-2-(3-pyridinyl)-1H-benzimidazole-5-methanol), ClCCl (dichloromethane), CS(=O)(=O)Cl (methanesulfonyl chloride). Solvent: C(C)N(CC)CC (N,N-diethylethanamine). Reaction conditions: time 45 minute. The product is ClCC1=CC2=C(N(C(=N2)C=2C=NC=CC2)CCC)C=C1 (5-(chloromethyl)-1-propyl-2-(3-pyridinyl)-1H-benzimidazole). Yield: 66.0%. RXN SMILES: [CH2:1]([N:4]1[C:8]2[CH:9]=[CH:10][C:11]([CH2:13]O)=[CH:12][C:7]=2[N:6]=[C:5]1[C:15]1[CH:16]=[N:17][CH:18]=[CH:19][CH:20]=1)[CH2:2][CH3:3].[Cl:21]CCl.CS(Cl)(=O)=O>C(N(CC)CC)C>[Cl:21][CH2:13][C:11]1[CH:10]=[CH:9][C:8]2[N:4]([CH2:1][CH2:2][CH3:3])[C:5]([C:15]3[CH:16]=[N:17][CH:18]=[CH:19][CH:20]=3)=[N:6][C:7]=2[CH:12]=1. Procedure: (b-1) To a stirred solution of 4.01 parts of 1-propyl-2-(3-pyridinyl)-1H-benzimidazole-5-methanol in 65 parts of dichloromethane and 3 parts of N,N-diethylethanamine were added 2.23 parts of methanesulfonyl chloride. The whole was stirred for 45 minutes at room temperature. The mixture was poured into crushed ice and the dichloromethane layer was separated, dried, filtered and evaporated. The residue was dissolved in methylbenzene. The precipitate was filtered off and the filtrate was evaporated... Starting materials: N#Cc1nc(F)c(F)c(F)c1F, [NH4+], CN(C)C=O, [OH-], O. The product is N#Cc1nc(F)c(F)c(N)c1F. RXN SMILES: [F:1][c:2]1[c:3]([C:11]#[N:12])[n:4][c:5]([F:10])[c:6]([F:9])[c:7]1[F:8].[NH4+:13].[O:15]=[CH:16][N:17]([CH3:18])[CH3:19].[OH-:14].[OH2:20]>>[F:1][c:2]1[c:3]([C:11]#[N:12])[n:4][c:5]([F:10])[c:6]([F:9])[c:7]1[NH2:13]. Reactants: CCOC(=O)CC(=O)O, CC(=O)[O-], CC(C)O, [NH4+], O=Cc1ccoc1. Product: CCOC(=O)CC(N)c1ccoc1. As a reaction SMILES: [CH2:8]([CH3:9])[O:10][C:11]([CH2:12][C:13]([OH:14])=[O:15])=[O:16].[CH3:18][C:19](=[O:20])[O-:21].[CH:22]([OH:23])([CH3:24])[CH3:25].[NH4+:17].[o:1]1[cH:2][c:3]([CH:6]=[O:7])[cH:4][cH:5]1>>[o:1]1[cH:2][c:3]([CH:6]([CH2:12][C:11]([O:10][CH2:8][CH3:9])=[O:16])[NH2:17])[cH:4][cH:5]1. Reported procedure: N-{(1R,2R)-2-[2-(10-Aza-tricyclo[6.3.2.0*2,7*]trideca-2,4,6-trien-4-ylamino)-5-chloro-pyrimidin-4-ylamino]-cyclohexyl}-methanesulfonamide (77 mg, 0.157 mmol) was placed in 1,2-dichloroethane (5 mL) and acetic acid (0.25 mL). Acetone (13.6 mg, 0.235 mmol, 17.2 μL, 1.5 eq) was added and the reaction was stirred for 5 minutes. Sodium borohydride (7.0 mg, 0.188 mmol, 1.2 eq) was added and the reaction was heated at 80° C. overnight. The reaction was then diluted with CH2Cl2 (20 mL) and washed with w... As a reaction SMILES: [CH:1]12[CH2:13][CH2:12][CH:8]([CH2:9][NH:10][CH2:11]1)[C:7]1[C:2]2=[CH:3][C:4]([NH:14][C:15]2[N:20]=[C:19]([NH:21][C@@H:22]3[CH2:27][CH2:26][CH2:25][CH2:24][C@H:23]3[NH:28][S:29]([CH3:32])(=[O:31])=[O:30])[C:18]([Cl:33])=[CH:17][N:16]=2)=[CH:5][CH:6]=1.[CH3:34][C:35]([CH3:37])=O.[BH4-].[Na+]>ClCCCl.C(O)(=O)C.C(Cl)Cl>[Cl:33][C:18]1[C:19]([NH:21][C@@H:22]2[CH2:27][CH2:26][CH2:25][CH2:24][C@H:23]2[NH:28][S:29]([CH3:32])(=[O:31])=[O:30])=[N:20][C:15]([NH:14][C:4]2[CH:3]=[C:2]3[C:7](=[CH:6][CH:5]=2)[CH:8]2[CH2:12][CH2:13][CH:1]3[CH2:11][N:10]([CH:35]([CH3:37])[CH3:34])[CH2:9]2)=[N:16][CH:17]=1 |f:2.3|. Product: ClC=1C(=NC(=NC1)NC=1C=C2C3CN(CC(C2=CC1)CC3)C(C)C)N[C@H]3[C@@H](CCCC3)NS(=O)(=O)C (N-{(1R,2R)-2-[5-chloro-2-(10-Isopropyl-10-aza-tricyclo[6.3.2.0*2,7*]trideca-2,4,6-trien-4-ylamino)-pyrimidin-4-ylamino]-cyclohexyl}-methanesulfonamide). The solvent is ClCCCl (1,2-dichloroethane), C(C)(=O)O (acetic acid), C(Cl)Cl (CH2Cl2). Starting materials: C12C3=CC(=CC=C3C(CNC1)CC2)NC2=NC=C(C(=N2)N[C@H]2[C@@H](CCCC2)NS(=O)(=O)C)Cl (N-{(1R,2R)-2-[2-(10-Aza-tricyclo[6.3.2.0*2,7*]trideca-2,4,6-trien-4-ylamino)-5-chloro-pyrimidin-4-ylamino]-cyclohexyl}-methanesulfonamide), CC(=O)C (Acetone), [BH4-].[Na+] (Sodium borohydride). Reaction conditions: temperature 80 celsius, time 5 minute. Reactants: CC=1C=NC2=C(C=CC=C2C1)S(=O)(=O)O (3-methylquinoline-8-sulphonic acid). Reagents/catalysts: [Rh] (rhodium). Solvent: O (water), Cl (hydrochloric acid), C(C)O (ethanol). Conditions: temperature 70 celsius. Yields the product CC1CNC2=C(C=CC=C2C1)S(=O)(=O)O (3-methyl-1,2,3,4-tetrahydroquinolin-8-sulphonic acid). Yield: 68.4%. RXN SMILES: [CH3:1][C:2]1[CH:3]=[N:4][C:5]2[C:10]([CH:11]=1)=[CH:9][CH:8]=[CH:7][C:6]=2[S:12]([OH:15])(=[O:14])=[O:13]>O.Cl.C(O)C.[Rh]>[CH3:1][CH:2]1[CH2:11][C:10]2[C:5](=[C:6]([S:12]([OH:15])(=[O:14])=[O:13])[CH:7]=[CH:8][CH:9]=2)[NH:4][CH2:3]1. Procedure: 20 g (90 mmoles) of 3-methylquinoline-8-sulphonic acid is placed in a mixture of 200 ml of water and 25 ml of 12N hydrochloric acid. 6 g of 5% rhodium on charcoal catalyst is added and the reaction mixture is heated at 70° C. for 16 hours. The catalyst is filtered and washed with hot water and the filtrate is evaporated to provide a residue which is dissolved in 50 ml of ethanol. After evaporation of ethanol the residue is dried over phosphorus pentoxide at 50° C. 14 g of product is obtained. Reported procedure: The title compound was prepared from 1-(3-Bromo-benzyl)-3-hydroxy-1H-thieno[3,2-d]pyrimidine-2,4-dione (from previous example) and 4-aminocarbonyl-phenyl boronic acid via general procedure C. The crude product was purified by mass-triggered preparative HPLC. 1H NMR (DMSO-d6) δ 10.87 (bs, 1H), 8.11 (d, 1H, J=5.4 Hz), 7.96 (d, 2H, J=8.4 Hz), 7.74 (s, 1H), 7.71 (d, 2H, J=7.8 Hz), 7.63 (d, 1H, J=7.8 Hz), 7.45 (t, 1H, J=7.8 Hz), 7.36 (d, 1H, J=5.4 Hz), 7.28 (d, 1H, J=7.5 Hz), 5.35 (s, 2H); Electrospr... The product is ON1C(N(C2=C(C1=O)SC=C2)CC=2C=C(C=CC2)C2=CC=C(C=C2)C(=O)N)=O (3′-(3-Hydroxy-2,4-dioxo-3,4-dihydro-2H-thieno[3,2-d]pyrimidin-1-ylmethyl)-biphenyl-4-carboxylic acid amide). Reactants: BrC=1C=C(CN2C(N(C(C3=C2C=CS3)=O)O)=O)C=CC1 (1-(3-Bromo-benzyl)-3-hydroxy-1H-thieno[3,2-d]pyrimidine-2,4-dione), NC(=O)C1=CC=C(C=C1)B(O)O (4-aminocarbonyl-phenyl boronic acid). Reaction SMILES: Br[C:2]1[CH:3]=[C:4]([CH:18]=[CH:19][CH:20]=1)[CH2:5][N:6]1[C:11]2[CH:12]=[CH:13][S:14][C:10]=2[C:9](=[O:15])[N:8]([OH:16])[C:7]1=[O:17].[NH2:21][C:22]([C:24]1[CH:29]=[CH:28][C:27](B(O)O)=[CH:26][CH:25]=1)=[O:23]>>[OH:16][N:8]1[C:9](=[O:15])[C:10]2[S:14][CH:13]=[CH:12][C:11]=2[N:6]([CH2:5][C:4]2[CH:3]=[C:2]([C:27]3[CH:28]=[CH:29][C:24]([C:22]([NH2:21])=[O:23])=[CH:25][CH:26]=3)[CH:20]=[CH:19][CH:18]=2)[C:7]1=[O:17]. Starting materials: CCOc1cc2c(Cl)c(C#N)cnc2cc1NC(C)=O, COc1cc(N)c(Cl)cc1Cl. The product is CCOc1cc2c(Nc3cc(OC)c(Cl)cc3Cl)c(C#N)cnc2cc1NC(C)=O. RXN SMILES: [Cl:1][c:2]1[c:3]([C:19]#[N:20])[cH:4][n:5][c:6]2[cH:7][c:8]([NH:15][C:16]([CH3:17])=[O:18])[c:9]([O:12][CH2:13][CH3:14])[cH:10][c:11]12.[Cl:21][c:22]1[c:23]([NH2:24])[cH:25][c:26]([O:30][CH3:31])[c:27]([Cl:29])[cH:28]1>>[c:2]1([NH:24][c:23]2[c:22]([Cl:21])[cH:28][c:27]([Cl:29])[c:26]([O:30][CH3:31])[cH:25]2)[c:3]([C:19]#[N:20])[cH:4][n:5][c:6]2[cH:7][c:8]([NH:15][C:16]([CH3:17])=[O:18])[c:9]([O:12][CH2:13][CH3:14])[cH:10][c:11]12.